The task is: describe an organic reaction: reactants, conditions, products, and yield. This data is from the Open Reaction Database (ORD), a public repository of structured organic reaction records. The reactants are DNA, C(C(CO)(CO)N)O (Tris), [Cl-].[Cl-].[Ca+2] (CaCl2), C[C@H](CCC(=O)NCCS(=O)(=O)[O-])[C@H]1CC[C@@H]2[C@@]1([C@H](C[C@H]3[C@H]2[C@@H](C[C@H]4[C@@]3(CC[C@H](C4)O)C)O)O)C.[Na+] (sodium taurocholate), [Cl-].[Cl-].[Ca+2] (CaCl2), C([C@@H]1[C@H]([C@@H]([C@H]([C@H](O1)O[C@]2([C@H]([C@@H]([C@H](O2)CO)O)O)CO)O)O)O)O (sucrose). Run in O (water). Product: C1COCCN1CCS(=O)(=O)O.O (MES). As a reaction SMILES: C(O)[C:2](N)(CO)[CH2:3][OH:4].[Cl-].[Cl-].[Ca+2].C[C@@H]([C@@H]1[C@@]2(C)[C@@H](O)C[C@@H]3[C@@]4(C)CC[C@@H](O)C[C@H]4C[C@@H](O)[C@H]3[C@@H]2CC1)C[CH2:15][C:16]([NH:18][CH2:19][CH2:20][S:21]([O-:24])(=[O:23])=[O:22])=[O:17].[Na+].C(O)[C@H]1O[C@H](O[C@]2(CO)O[C@H](CO)[C@@H](O)[C@@H]2O)[C@H](O)[C@@H](O)[C@@H]1O>O>[CH2:2]1[N:18]([CH2:19][CH2:20][S:21]([OH:24])(=[O:22])=[O:23])[CH2:16][CH2:15][O:4][CH2:3]1.[OH2:17] |f:1.2.3,4.5,8.9|. Reported procedure: Prelysis solution: The solution is prepared according to Graves, L, et al. (1993). Universal Bacterial DNA isolation procedure. In Diagnostic molecular microbiology: principles and applications, D. Persing, T. Smith, F. Tenover and T. White, eds. (Washington, D.C.: American Society for Microbiology). The solution, which is freshly prepared and maintained on ice, contains: 0.25 ml of 2M Tris (pH 7.0), 3.1 ml of pancreatic lipase (prepared by dissolving 6.1 mg of pancreatic lipase (Sigma) in 59.8 ...